The task is: describe an organic reaction: reactants, conditions, products, and yield. This data is from the Open Reaction Database (ORD), a public repository of structured organic reaction records. Reactants: C(CCC)C1=NN(C(=C1)N)C (3-butyl-1-methyl-5-pyrazolamine), COCCOC(C(C(=O)C)=CC1=C(C=CC=C1)[N+](=O)[O-])=O ((2-methoxyethyl)-2-(2-nitrobenzyliden)acetoacetate). The product is COCCOC(=O)C=1C(C2=C(NC1C)N(N=C2CCCC)C)C2=C(C=CC=C2)[N+](=O)[O-] (3-Butyl-4,7-dihydro-1,6-dimethyl-4-(2-nitrophenyl)-1H-pyrazolo[3,4-b]pyridine 5-carboxylic acid 2-methoxyethyl ester). Reaction SMILES: [CH2:1]([C:5]1[CH:9]=[C:8]([NH2:10])[N:7]([CH3:11])[N:6]=1)[CH2:2][CH2:3][CH3:4].[CH3:12][O:13][CH2:14][CH2:15][O:16][C:17](=[O:32])[C:18](=[CH:22][C:23]1[CH:28]=[CH:27][CH:26]=[CH:25][C:24]=1[N+:29]([O-:31])=[O:30])[C:19]([CH3:21])=O>>[CH3:12][O:13][CH2:14][CH2:15][O:16][C:17]([C:18]1[CH:22]([C:23]2[CH:28]=[CH:27][CH:26]=[CH:25][C:24]=2[N+:29]([O-:31])=[O:30])[C:9]2[C:5]([CH2:1][CH2:2][CH2:3][CH3:4])=[N:6][N:7]([CH3:11])[C:8]=2[NH:10][C:19]=1[CH3:21])=[O:32]. Procedure: Starting from 3-butyl-1-methyl-5-pyrazolamine and (2-methoxyethyl)-2-(2-nitrobenzyliden)acetoacetate. The product is NC1=C(C=C(C=C1F)C(CNC1CC1)O)Br (1-(4'-Amino-3'-bromo-5'-fluoro-phenyl)-2-cyclopropylamino-ethanol). RXN SMILES: Cl.[NH2:2][C:3]1[C:8]([F:9])=[CH:7][C:6]([C:10](=[O:16])[CH2:11][NH:12][CH:13]2[CH2:15][CH2:14]2)=[CH:5][C:4]=1[Br:17].[BH4-].[Na+]>>[NH2:2][C:3]1[C:8]([F:9])=[CH:7][C:6]([CH:10]([OH:16])[CH2:11][NH:12][CH:13]2[CH2:15][CH2:14]2)=[CH:5][C:4]=1[Br:17] |f:2.3|. The reactants are Cl (hydrochloride), NC1=C(C=C(C=C1F)C(CNC1CC1)=O)Br (4'-amino-3'-bromo-2-cyclopropylamino-5'-fluoro-acetophenone), [BH4-].[Na+] (sodium borohydride). Reported procedure: m.p. of the hydrochloride: 185°-187° C. (decomp.), was prepared from 4'-amino-3'-bromo-2-cyclopropylamino-5'-fluoro-acetophenone and sodium borohydride analogous to Example 1. RXN SMILES: [CH3:80][CH2:81][O:82][C:83](=[O:84])[CH3:85].[Cl:1][c:2]1[c:3]([C:23]([F:24])([F:25])[F:26])[cH:4][c:5]2[c:6]([n:7](-[c:12]3[cH:13][cH:14][c:15]([CH2:18][CH:19]([CH3:20])[OH:21])[cH:16][cH:17]3)[c:8]([CH2:10][CH3:11])[n:9]2)[cH:22]1.[O:63]=[C:64]([O:65][CH2:66][CH3:67])[N:68]=[N:69][C:70]([O:71][CH2:72][CH3:73])=[O:74].[O:75]1[CH2:76][CH2:77][CH2:78][CH2:79]1.[c:27]1([P:28]([c:29]2[cH:30][cH:31][cH:32][cH:33][cH:34]2)[c:35]2[cH:36][cH:37][cH:38][cH:39][cH:40]2)[cH:41][cH:42][cH:43][cH:44][cH:45]1.[c:46]1([P:47]([c:48]2[cH:49][cH:50][cH:51][cH:52][cH:53]2)(=[O:54])[N:60]=[N+:61]=[N-:62])[cH:55][cH:56][cH:57][cH:58][cH:59]1>>[Cl:1][c:2]1[c:3]([C:23]([F:24])([F:25])[F:26])[cH:4][c:5]2[c:6]([n:7](-[c:12]3[cH:13][cH:14][c:15]([CH2:18][CH:19]([CH3:20])[N:60]=[N+:61]=[N-:62])[cH:16][cH:17]3)[c:8]([CH2:10][CH3:11])[n:9]2)[cH:22]1. Reactants: CCOC(C)=O, CCc1nc2cc(C(F)(F)F)c(Cl)cc2n1-c1ccc(CC(C)O)cc1, CCOC(=O)N=NC(=O)OCC, C1CCOC1, c1ccc(P(c2ccccc2)c2ccccc2)cc1, [N-]=[N+]=NP(=O)(c1ccccc1)c1ccccc1. Product: CCc1nc2cc(C(F)(F)F)c(Cl)cc2n1-c1ccc(CC(C)N=[N+]=[N-])cc1. Yields the product ClC=1C2=C(N=CN1)N(C=C2SC=2C=C(N)C=CC2)COCC[Si](C)(C)C (3-((4-Chloro-7-((2-(trimethylsilyl)ethoxy)methyl)-7H-pyrrolo[2,3-d]pyrimidin-5-yl)thio)aniline). Procedure: 4-Chloro-5-iodo-7-((2-(trimethylsilyl)ethoxy)methyl)-7H-pyrrolo[2,3-d]pyrimidine (400 mg, 0.98 mmol) was treated with 3-aminobenzenethiol (120 mg, 0.96 mmol), copper(I) iodide (300 mg, 1.58 mmol), potassium carbonate (300 mg, 2.17 mmol) and 8 ml N,N-dimethylformamide as solvent according to Preparation 86. The residue was purified using SP1® Purification System (hexane-ethyl acetate) to obtain 100 mg (25% yield) of the title compound. Purity 98%. Reagents/catalysts: [Cu]I (copper(I) iodide). Yield: 25.6%. Solvent: CN(C=O)C (N,N-dimethylformamide). The reactants are ClC=1C2=C(N=CN1)N(C=C2I)COCC[Si](C)(C)C (4-Chloro-5-iodo-7-((2-(trimethylsilyl)ethoxy)methyl)-7H-pyrrolo[2,3-d]pyrimidine), NC=1C=C(C=CC1)S (3-aminobenzenethiol), C([O-])([O-])=O.[K+].[K+] (potassium carbonate). As a reaction SMILES: [Cl:1][C:2]1[C:3]2[C:10](I)=[CH:9][N:8]([CH2:12][O:13][CH2:14][CH2:15][Si:16]([CH3:19])([CH3:18])[CH3:17])[C:4]=2[N:5]=[CH:6][N:7]=1.[NH2:20][C:21]1[CH:22]=[C:23]([SH:27])[CH:24]=[CH:25][CH:26]=1.C(=O)([O-])[O-].[K+].[K+]>CN(C)C=O.[Cu]I>[Cl:1][C:2]1[C:3]2[C:10]([S:27][C:23]3[CH:22]=[C:21]([CH:26]=[CH:25][CH:24]=3)[NH2:20])=[CH:9][N:8]([CH2:12][O:13][CH2:14][CH2:15][Si:16]([CH3:19])([CH3:18])[CH3:17])[C:4]=2[N:5]=[CH:6][N:7]=1 |f:2.3.4|. Reactants: solution, C(CCC)[Li] (butyllithium), CCCCCC (n-hexane), FC(C(=O)OC(C)(C)C)(F)F (t-butyl trifluoroacetate), C1(=CC=CC=C1)CC(N)=NO (phenylacetamide oxime), Cl (hydrochloric acid), C(C)(C)NC(C)C (diisopropylamine). The solvent is O1CCCC1 (tetrahydrofuran), O1CCCC1 (tetrahydrofuran). Run at temperature -75 celsius, time 1 hour. Product: FC(C1=C(C(=NO1)N)C1=CC=CC=C1)(F)F (5-Trifluoromethyl-4-phenyl-3-aminoisoxazole). Isolated yield 13.1%. Reaction SMILES: C(NC(C)C)(C)C.C([Li])CCC.CCCCCC.[F:19][C:20]([F:29])([F:28])[C:21]([O:23]C(C)(C)C)=O.[C:30]1([CH2:36][C:37](=[N:39]O)[NH2:38])[CH:35]=[CH:34][CH:33]=[CH:32][CH:31]=1.Cl>O1CCCC1>[F:29][C:20]([F:19])([F:28])[C:21]1[O:23][N:38]=[C:37]([NH2:39])[C:36]=1[C:30]1[CH:35]=[CH:34][CH:33]=[CH:32][CH:31]=1. Procedure details: Under a nitrogen atmosphere, dry tetrahydrofuran (90 ml) was added to diisopropylamine (14.5 ml, 0.105 mole, 5.23 mole) and then to the solution was added a 15% solution of butyllithium in n-hexane (64 ml, 0.100 mole, 5.0 eq.) with cooling below 0° C. After keeping the mixture at 0° C. for 30 minutes, it was cooled at -75° C. The mixture of t-butyl trifluoroacetate (10.21 g, 0.0600 mole, 3 eq.), phenylacetamide oxime (3.00 g, 0.0200 mole) and dry tetrahydrofuran (45 ml) was added dropwise, keepi... Reactants: C(=O)C=1C(=C2C(CCC(C2=CC1C)(C)C)(C)C)OC (6-formyl-1,1,4,4,7-pentamethyl-5-methoxy-1,2,3,4-tetrahydronaphthalene), CC1(CCC(C2=C(C=C(C=C12)C)OC)(C)C)C (1,1,4,4,7-pentamethyl-5-methoxy-1,2,3,4-tetrahydronaphthalene), C(C)(=O)O (acetic acid), P(O)(O)(O)=O (phosphoric acid), Cl (hydrochloric acid), C=O (paraformaldehyde). Solvent: C1=CC=CC=C1 (benzene). Conditions: temperature 95 celsius. Yields the product ClCC=1C(=C2C(CCC(C2=CC1C)(C)C)(C)C)OC (6-chloromethyl-1,1,4,4,7-pentamethyl-5-methoxy-1,2,3,4-tetrahydronaphthalene). As a reaction SMILES: [CH:1]([C:3]1[C:4]([O:18][CH3:19])=[C:5]2[C:10](=[CH:11][C:12]=1[CH3:13])[C:9]([CH3:15])([CH3:14])[CH2:8][CH2:7][C:6]2([CH3:17])[CH3:16])=O.CC1(C)C2C(=C(OC)C=C(C)C=2)C(C)(C)CC1.C(O)(=O)C.P(=O)(O)(O)O.[ClH:46].C=O>C1C=CC=CC=1>[Cl:46][CH2:1][C:3]1[C:4]([O:18][CH3:19])=[C:5]2[C:10](=[CH:11][C:12]=1[CH3:13])[C:9]([CH3:15])([CH3:14])[CH2:8][CH2:7][C:6]2([CH3:17])[CH3:16]. Procedure details: To prepare the corresponding 6-carboxaldehyde, 6-formyl-1,1,4,4,7-pentamethyl-5-methoxy-1,2,3,4-tetrahydronaphthalene, 1,1,4,4,7-pentamethyl-5-methoxy-1,2,3,4-tetrahydronaphthalene (23.2 g, 0.1 mol) is added to a stirred solution of acetic acid (18.2 g, 0.3 mol), 85% phosphoric acid (17.6 g, 0.15 mol), hydrochloric acid (28.7 g, 0.3 mol) and paraformaldehyde (7.3 g, 0.24 mol). The mixture is stirred and heated at 95° C. for 16 hr. The reaction mixture is then cooled to 25° C., benzene (50 ml) ad... As a reaction SMILES: [Br:1][C:2]1[CH:3]=[N:4][C:5]2[N:6]([N:8]=[C:9]([C:11]([OH:13])=O)[CH:10]=2)[CH:7]=1.[CH2:14]1[C:23]2[C:18](=[C:19]([NH:24][C:25](=[O:27])[CH3:26])[CH:20]=[CH:21][CH:22]=2)[CH2:17][CH2:16][NH:15]1>>[Br:1][C:2]1[CH:3]=[N:4][C:5]2[N:6]([N:8]=[C:9]([C:11]([N:15]3[CH2:16][CH2:17][C:18]4[C:23](=[CH:22][CH:21]=[CH:20][C:19]=4[NH:24][C:25](=[O:27])[CH3:26])[CH2:14]3)=[O:13])[CH:10]=2)[CH:7]=1. Starting materials: BrC=1C=NC=2N(C1)N=C(C2)C(=O)O (6-bromo-pyrazolo[1,5-a]pyrimidine-2-carboxylic acid), C1NCCC2=C(C=CC=C12)NC(C)=O (N-(1,2,3,4-Tetrahydro-isoquinolin-5-yl)-acetamide). Product: BrC=1C=NC=2N(C1)N=C(C2)C(=O)N2CC1=CC=CC(=C1CC2)NC(C)=O (N-[2-(6-Bromo-pyrazolo[1,5-a]pyrimidine-2-carbonyl)-1,2,3,4-tetrahydro-isoquinolin-5-yl]-acetamide). Reported procedure: In close analogy to the procedure described in Example 1, 6-bromo-pyrazolo[1,5-a]pyrimidine-2-carboxylic acid is reacted with N-(1,2,3,4-Tetrahydro-isoquinolin-5-yl)-acetamide to provide the title compound in moderate yield.